This data is from the Open Reaction Database (ORD), a public repository of structured organic reaction records. The task is: describe an organic reaction: reactants, conditions, products, and yield Starting materials: CC(C)(C)OC(=O)C(C)(C)Oc1ccccc1Oc1ccc([N+](=O)[O-])cc1, CO. Product: CC(C)(C)OC(=O)C(C)(C)Oc1ccccc1Oc1ccc(N)cc1. As a reaction SMILES: [C:1]([CH3:2])([CH3:3])([CH3:4])[O:5][C:6]([C:7]([CH3:8])([O:9][c:10]1[c:11]([O:16][c:17]2[cH:18][cH:19][c:20]([N+:23]([O-:24])=[O:25])[cH:21][cH:22]2)[cH:12][cH:13][cH:14][cH:15]1)[CH3:26])=[O:27].[CH3:28][OH:29]>>[C:1]([CH3:2])([CH3:3])([CH3:4])[O:5][C:6]([C:7]([CH3:8])([O:9][c:10]1[c:11]([O:16][c:17]2[cH:18][cH:19][c:20]([NH2:23])[cH:21][cH:22]2)[cH:12][cH:13][cH:14][cH:15]1)[CH3:26])=[O:27]. The reactants are C(=O)([O-])[O-].[K+].[K+] (K2CO3), BrCC1=CC=C(C=C1)B1OC(C)(C)C(C)(C)O1 (4-bromomethylphenyl boronic acid pinacol ester), OC1=[N+](C=CC=C1)[O-] (2-hydroxypyridine-1-oxide). Run in CN(C)C=O (DMF). Conditions: temperature 80 celsius, time 8 hour. Product: CC1(OB(OC1(C)C)C1=CC=C(CON2C(C=CC=C2)=O)C=C1)C (1-((4-(4,4,5,5-tetramethyl-1,3,2-dioxaborolan-2-yl)benzyl)oxy)pyridin-2(1H)-one). Yield: 87.0%. RXN SMILES: [OH:1][C:2]1[CH:7]=[CH:6][CH:5]=[CH:4][N+:3]=1[O-:8].C([O-])([O-])=O.[K+].[K+].Br[CH2:16][C:17]1[CH:22]=[CH:21][C:20]([B:23]2[O:31][C:28]([CH3:30])([CH3:29])[C:25]([CH3:27])([CH3:26])[O:24]2)=[CH:19][CH:18]=1>CN(C=O)C>[CH3:29][C:28]1([CH3:30])[C:25]([CH3:26])([CH3:27])[O:24][B:23]([C:20]2[CH:19]=[CH:18][C:17]([CH2:16][O:8][N:3]3[CH:4]=[CH:5][CH:6]=[CH:7][C:2]3=[O:1])=[CH:22][CH:21]=2)[O:31]1 |f:1.2.3|. Reported procedure: 2-hydroxypyridine-1-oxide (0.04 g, 0.34 mmol) was dissolved in 5 mL of anhydrous DMF. To this was added K2CO3 (0.14 g, 1.02 mmol) and 4-bromomethylphenyl boronic acid pinacol ester (0.10 g, 0.34 mmol). The reaction was heated to 80° C. and allowed to stir under nitrogen overnight. After cooling to room temperature, the solvent was evaporated and the resulting residue was brought up in dichloromethane and washed twice with water. The organic layer was dried over MgSO4, filtered and concentrated f... Reactants: CCBr, OCc1c(F)cc(O)cc1Cl. Product: CCOc1cc(F)c(CO)c(Cl)c1. RXN SMILES: [CH2:12]([CH3:13])[Br:14].[Cl:1][c:2]1[cH:3][c:4]([OH:11])[cH:5][c:6]([F:10])[c:7]1[CH2:8][OH:9]>>[Cl:1][c:2]1[cH:3][c:4]([O:11][CH2:12][CH3:13])[cH:5][c:6]([F:10])[c:7]1[CH2:8][OH:9]. Reactants: O=N[O-], CC(c1ccc(-c2ccc(N)nc2)cc1)N1CCC(CCCO)(c2ccccc2)OC1=O, [Na+], [Na+], [OH-], O=S(=O)(O)O. Reaction SMILES: [N:33](=[O:34])[O-:35].[NH2:1][c:2]1[cH:3][cH:4][c:5](-[c:8]2[cH:9][cH:10][c:11]([CH:14]([CH3:15])[N:16]3[C:17](=[O:32])[O:18][C:19]([c:22]4[cH:23][cH:24][cH:25][cH:26][cH:27]4)([CH2:28][CH2:29][CH2:30][OH:31])[CH2:20][CH2:21]3)[cH:12][cH:13]2)[cH:6][n:7]1.[Na+:36].[Na+:38].[OH-:37].[S:39](=[O:40])(=[O:41])([OH:42])[OH:43]>>[c:2]1(=[O:34])[cH:3][cH:4][c:5](-[c:8]2[cH:9][cH:10][c:11]([CH:14]([CH3:15])[N:16]3[C:17](=[O:32])[O:18][C:19]([c:22]4[cH:23][cH:24][cH:25][cH:26][cH:27]4)([CH2:28][CH2:29][CH2:30][OH:31])[CH2:20][CH2:21]3)[cH:12][cH:13]2)[cH:6][nH:7]1. Yields the product CC(c1ccc(-c2ccc(=O)[nH]c2)cc1)N1CCC(CCCO)(c2ccccc2)OC1=O.